Dataset: the Open Reaction Database (ORD), a public repository of structured organic reaction records. Task: describe an organic reaction: reactants, conditions, products, and yield Starting materials: ClCCNC(=O)N(C1[C@H](O)[C@@H](O)[C@H](O)CO1)CCC (1-(2-chloroethyl)-3-n-propyl-3-D-xylopyranosylurea), C([O-])([O-])=O.[Na+].[Na+] (sodium carbonate), [N+](=O)([N+](=O)[O-])[O-] (nitrogen tetroxide). Solvent: O1CCCC1 (tetrahydrofuran), C(Cl)Cl (methylene chloride). Product: ClCCN(C(=O)N(C1[C@H](O)[C@@H](O)[C@H](O)CO1)CCC)N=O (1-(2-chloroethyl)-1-nitroso-3-n-propyl-3-D-xylopyranosylurea). Isolated yield 79.0%. Reaction SMILES: [Cl:1][CH2:2][CH2:3][NH:4][C:5]([N:7]([CH2:17][CH2:18][CH3:19])[CH:8]1[O:16][CH2:15][C@@H:13]([OH:14])[C@H:11]([OH:12])[C@H:9]1[OH:10])=[O:6].C(=O)([O-])[O-].[Na+].[Na+].[N+:26]([O-])([N+]([O-])=O)=[O:27]>O1CCCC1.C(Cl)Cl>[Cl:1][CH2:2][CH2:3][N:4]([N:26]=[O:27])[C:5]([N:7]([CH2:17][CH2:18][CH3:19])[CH:8]1[O:16][CH2:15][C@@H:13]([OH:14])[C@H:11]([OH:12])[C@H:9]1[OH:10])=[O:6] |f:1.2.3|. Reported procedure: 3.0 g of 1-(2-chloroethyl)-3-n-propyl-3-D-xylopyranosylurea are dissolved in a mixture of 80 ml of tetrahydrofuran and 80 ml of methylene chloride, and 15 g of sodium carbonate anhydrate are added thereto. 5 g of nitrogen tetroxide gas are introduced into the mixture for 10 minutes under ice-cooling. The mixture is treated in the same manner as described in Example 2. 2.6 g of 1-(2-chloroethyl)-1-nitroso-3-n-propyl-3-D-xylopyranosylurea are thereby obtained as yellow caramel.